From a dataset of the Open Reaction Database (ORD), a public repository of structured organic reaction records. describe an organic reaction: reactants, conditions, products, and yield Starting materials: COC(=O)c1ccc([N+](=O)[O-])c(OCC2CC2)c1, CO, CCOC(C)=O, Cl. The product is COC(=O)c1ccc(N)c(OCC2CC2)c1. As a reaction SMILES: [CH3:1][O:2][C:3]([c:4]1[cH:5][c:6]([O:13][CH2:14][CH:15]2[CH2:16][CH2:17]2)[c:7]([N+:10]([O-:11])=[O:12])[cH:8][cH:9]1)=[O:18].[CH3:20][OH:21].[CH3:22][CH2:23][O:24][C:25]([CH3:26])=[O:27].[ClH:19]>>[CH3:1][O:2][C:3]([c:4]1[cH:5][c:6]([O:13][CH2:14][CH:15]2[CH2:16][CH2:17]2)[c:7]([NH2:10])[cH:8][cH:9]1)=[O:18]. Reactants: S(=O)(Cl)Cl (Thionylchloride), OCCN1C(C(=NC=2CCCCC12)CCC1=CC=CC=C1)=O (1-(2-hydroxyethyl)-3-(2-phenylethyl)-2-oxo-1,2,5,6,7,8-hexahydroquinoxaline), C(=O)([O-])[O-].[K+].[K+] (K2CO3). Run in C(Cl)(Cl)Cl (chloroform). Conditions: time 2 hour. Yields the product ClCCN1C(C(=NC=2CCCCC12)CCC1=CC=CC=C1)=O (1-(2-chloroethyl)-3-(2-phenylethyl)-2-oxo-1,2,5,6,7,8-hexahydroquinoxaline). RXN SMILES: S(Cl)([Cl:3])=O.O[CH2:6][CH2:7][N:8]1[C:17]2[CH2:16][CH2:15][CH2:14][CH2:13][C:12]=2[N:11]=[C:10]([CH2:18][CH2:19][C:20]2[CH:25]=[CH:24][CH:23]=[CH:22][CH:21]=2)[C:9]1=[O:26].C([O-])([O-])=O.[K+].[K+]>C(Cl)(Cl)Cl>[Cl:3][CH2:6][CH2:7][N:8]1[C:17]2[CH2:16][CH2:15][CH2:14][CH2:13][C:12]=2[N:11]=[C:10]([CH2:18][CH2:19][C:20]2[CH:25]=[CH:24][CH:23]=[CH:22][CH:21]=2)[C:9]1=[O:26] |f:2.3.4|. Procedure: Thionylchloride (2.05 ml) was added dropwise under ice-cooling to compound 645 (6.49 g, 22.1 mM) dissolved in chloroform (25 ml), and stirred at room temperature for 2 hours. Dilute aqueous K2CO3 was added to the reaction mixture, which mixture was then extracted twice with chloroform. The extract was dried with anhydrous sodium sulfate and concentrated in vacuo to obtain compound 647, which was used without further purification in the following reactions. Reactants: CS(=O)(=O)c1cccc(N)c1, CC#N, CCOC(C)=O, O=C(Cl)c1cc2nc(-c3ccc(Cl)cc3)cc(C(F)(F)F)n2n1, c1ccncc1. The product is CS(=O)(=O)c1cccc(NC(=O)c2cc3nc(-c4ccc(Cl)cc4)cc(C(F)(F)F)n3n2)c1. RXN SMILES: [CH3:24][S:25](=[O:26])(=[O:27])[c:28]1[cH:29][c:30]([NH2:34])[cH:31][cH:32][cH:33]1.[CH3:41][C:42]#[N:43].[CH3:44][CH2:45][O:46][C:47](=[O:48])[CH3:49].[Cl:1][c:2]1[cH:3][cH:4][c:5](-[c:8]2[n:9][c:10]3[n:11]([c:12]([C:14]([F:15])([F:16])[F:17])[cH:13]2)[n:18][c:19]([C:21](=[O:22])[Cl:23])[cH:20]3)[cH:6][cH:7]1.[cH:35]1[cH:36][cH:37][n:38][cH:39][cH:40]1>>[Cl:1][c:2]1[cH:3][cH:4][c:5](-[c:8]2[n:9][c:10]3[n:11]([c:12]([C:14]([F:15])([F:16])[F:17])[cH:13]2)[n:18][c:19]([C:21](=[O:22])[NH:34][c:30]2[cH:29][c:28]([S:25]([CH3:24])(=[O:26])=[O:27])[cH:33][cH:32][cH:31]2)[cH:20]3)[cH:6][cH:7]1.